From a dataset of the Open Reaction Database (ORD), a public repository of structured organic reaction records. describe an organic reaction: reactants, conditions, products, and yield Reactants: C[Si](C)(C)C#N, CC(=O)O, Nc1ccccc1, [NH4+], O=C1CCCC1, [OH-]. The product is N#CC1(Nc2ccccc2)CCCC1. Reaction SMILES: [CH3:14][Si:15]([CH3:16])([CH3:17])[C:18]#[N:19].[CH3:22][C:23](=[O:24])[OH:25].[NH2:1][c:2]1[cH:3][cH:4][cH:5][cH:6][cH:7]1.[NH4+:20].[O:8]=[C:9]1[CH2:10][CH2:11][CH2:12][CH2:13]1.[OH-:21]>>[NH:1]([c:2]1[cH:3][cH:4][cH:5][cH:6][cH:7]1)[C:9]1([C:18]#[N:19])[CH2:10][CH2:11][CH2:12][CH2:13]1. RXN SMILES: [O:1]1[C:5]2[CH:6]=[CH:7][CH:8]=[CH:9][C:4]=2[N:3]=[C:2]1[N:10]([CH2:12][CH2:13][O:14][C:15]1[CH:20]=[CH:19][C:18]([CH2:21][CH:22]([O:28][C:29]2[CH:34]=[CH:33][CH:32]=[CH:31][C:30]=2[CH3:35])[C:23]([O:25]CC)=[O:24])=[CH:17][CH:16]=1)[CH3:11]>ClCCl.CCCCCC>[O:1]1[C:5]2[CH:6]=[CH:7][CH:8]=[CH:9][C:4]=2[N:3]=[C:2]1[N:10]([CH2:12][CH2:13][O:14][C:15]1[CH:20]=[CH:19][C:18]([CH2:21][CH:22]([O:28][C:29]2[CH:34]=[CH:33][CH:32]=[CH:31][C:30]=2[CH3:35])[C:23]([OH:25])=[O:24])=[CH:17][CH:16]=1)[CH3:11] |f:1.2|. The product is O1C(=NC2=C1C=CC=C2)N(C)CCOC2=CC=C(C=C2)CC(C(=O)O)OC2=C(C=CC=C2)C (3-[4-[2-[N-(2-Benzoxazolyl)-N-methylamino]ethoxy]phenyl]-2-(2-methylphenoxy)propanoic acid). The reactants are O1C(=NC2=C1C=CC=C2)N(C)CCOC2=CC=C(C=C2)CC(C(=O)OCC)OC2=C(C=CC=C2)C (ethyl 3-[4-[2-[N-(2-benzoxazolyl)-N-methylamino]ethoxy]phenyl]-2-(2-methylphenoxy)propanoate). Reported procedure: The title compound, mp 142°-3° C. (dichloromethane-hexane), was prepared from ethyl 3-[4-[2-[N-(2-benzoxazolyl)-N-methylamino]ethoxy]phenyl]-2-(2-methylphenoxy)propanoate by a method analogous to that described for Example 2. Solvent: ClCCl.CCCCCC (dichloromethane hexane).